From a dataset of the Open Reaction Database (ORD), a public repository of structured organic reaction records. describe an organic reaction: reactants, conditions, products, and yield Reactants: CO, COC(=O)c1nn(C)cc1[N+](=O)[O-]. The product is COC(=O)c1nn(C)cc1N. RXN SMILES: [CH3:14][OH:15].[CH3:1][O:2][C:3](=[O:4])[c:5]1[n:6][n:7]([CH3:13])[cH:8][c:9]1[N+:10]([O-:11])=[O:12]>>[CH3:1][O:2][C:3](=[O:4])[c:5]1[n:6][n:7]([CH3:13])[cH:8][c:9]1[NH2:10]. The reactants are Cl (hydrochloric acid), BrC=1C=C(C=C(C1OC)Br)C(=O)N1C2=C(OCC1)N=CC(=C2)C2=CC=C(C=C2)C(F)(F)F ((3,5-dibromo-4-methoxy-phenyl)-[7-(4-trifluoromethyl-phenyl)-2,3-dihydro-pyrido[2,3-b][1,4]oxazin-1-yl]-methanone), [Br-].[Li+] (lithium bromide), N1CCNCC1 (piperazine). The solvent is CN(C=O)C (N,N-dimethyl formamide), O (water). Conditions: time 2 hour. Yields the product BrC=1C=C(C=C(C1O)Br)C(=O)N1C2=C(OCC1)N=CC(=C2)C2=CC=C(C=C2)C(F)(F)F ((3,5-dibromo-4-hydroxy-phenyl)-[7-(4-trifluoromethyl-phenyl)-2,3-dihydro-pyrido[2,3-b][1,4]oxazin-1-yl]-methanone). Yield: 50.3%. Reaction SMILES: [Br:1][C:2]1[CH:3]=[C:4]([C:11]([N:13]2[CH2:18][CH2:17][O:16][C:15]3[N:19]=[CH:20][C:21]([C:23]4[CH:28]=[CH:27][C:26]([C:29]([F:32])([F:31])[F:30])=[CH:25][CH:24]=4)=[CH:22][C:14]2=3)=[O:12])[CH:5]=[C:6]([Br:10])[C:7]=1[O:8]C.[Br-].[Li+].N1CCNCC1.Cl>CN(C)C=O.O>[Br:10][C:6]1[CH:5]=[C:4]([C:11]([N:13]2[CH2:18][CH2:17][O:16][C:15]3[N:19]=[CH:20][C:21]([C:23]4[CH:24]=[CH:25][C:26]([C:29]([F:30])([F:32])[F:31])=[CH:27][CH:28]=4)=[CH:22][C:14]2=3)=[O:12])[CH:3]=[C:2]([Br:1])[C:7]=1[OH:8] |f:1.2|. Procedure: In a 10 ml flask, (3,5-dibromo-4-methoxy-phenyl)-[7-(4-trifluoromethyl-phenyl)-2,3-dihydro-pyrido[2,3-b][1,4]oxazin-1-yl]-methanone (122 mg, 0.21 mmol), lithium bromide (148 mg, 1.71 mmol) and piperazine (28 mg, 0.32 mmol) were dissolved in 3 ml of N,N-dimethyl formamide and then stirred at 1000 for 2 hours. After completion of the reaction by adding water dropwise, the mixture was adjusted to weak acidic condition (pH=6) by using 1N hydrochloric acid. The formed solid was filtered and washed wi... The reactants are [H-].[H-].[H-].[H-].[Li+].[Al+3] (LiAlH4), OC1=C(C=C(C(=O)O)C=C1)SC (4-Hydroxy-3-methylsulfanylbenzoic acid). The solvent is O1CCCC1 (THF), O1CCCC1 (tetrahydrofuran). Conditions: temperature 60 celsius, time 21 hour. Yields the product OCC1=CC(=C(C=C1)O)SC (4-Hydroxymethyl-2-methylsulfanylphenol). As a reaction SMILES: [OH:1][C:2]1[CH:10]=[CH:9][C:5]([C:6](O)=[O:7])=[CH:4][C:3]=1[S:11][CH3:12].[H-].[H-].[H-].[H-].[Li+].[Al+3]>O1CCCC1>[OH:7][CH2:6][C:5]1[CH:9]=[CH:10][C:2]([OH:1])=[C:3]([S:11][CH3:12])[CH:4]=1 |f:1.2.3.4.5.6|. Procedure: With ice-cooling, a solution of 7d (1.37 g; 7.4 mmol) in abs. tetrahydrofuran (THF; 15 ml) was added to a suspension of 95% pure LiAlH4 (0.55 g; 14 mmol) in absolute THF (10 ml) in a three-necked flask (which had been dried by heating and flushed with argon) such that there was only a moderate evolution of gas. After the addition had ended, cooling was removed and the reaction mixture was stirred at room temperature for 30 min and at 55-65° C. for a further 21 h. With ice-cooling, ice-water was ... The reactants are [N+](=O)([O-])C=C1SCCCN1 (Tetrahydro-2-(nitromethylene)-2H-1,3-thiazine), ClC(=O)OC1=CC=CC=C1 (phenyl chloroformate), CN1C=NC=C1 (1-methylimidazole). Run in O1CCCC1 (tetrahydrofuran), O1CCCC1 (tetrahydrofuran), O1CCCC1 (tetrahydrofuran). Conditions: time 2 day. Product: [N+](=O)([O-])C(C(=O)OC1=CC=CC=C1)=C1SCCCN1 (phenyl nitro(tetrahydro-2H-1,3-thiazin-2-ylidene)acetate). As a reaction SMILES: Cl[C:2]([O:4][C:5]1[CH:10]=[CH:9][CH:8]=[CH:7][CH:6]=1)=[O:3].CN1C=CN=C1.[N+:17]([CH:20]=[C:21]1[NH:26][CH2:25][CH2:24][CH2:23][S:22]1)([O-:19])=[O:18]>O1CCCC1>[N+:17]([C:20](=[C:21]1[NH:26][CH2:25][CH2:24][CH2:23][S:22]1)[C:2]([O:4][C:5]1[CH:10]=[CH:9][CH:8]=[CH:7][CH:6]=1)=[O:3])([O-:19])=[O:18]. Procedure: A solution 17.2 g of phenyl chloroformate in 25 ml of tetrahydrofuran was added dropwise to a solution of 9.09 g of 1-methylimidazole in 75 ml of tetrahydrofuran, the temperature of the reaction mixture being kept below 10° by means of an ice bath. Thirty minutes after the addition was completed, a solution of 16.0 g of (B) in 150 ml of tetrahydrofuran was added rapidly dropwise. The stirred mixture then was allowed to warm to room temperature and stirred for two days. The mixture was extracted ... Reactants: C(C1=CC=CC=C1)OC=1C=C(C(=O)O)C=C(C1)C(=O)OC (3-(benzyloxy)-5-(methoxycarbonyl)benzoic acid), B.CSC (borane dimethylsulfide), B.CSC (borane dimethylsulfide). The solvent is C1CCOC1 (THF). Conditions: time 18 hour. The product is C(C1=CC=CC=C1)OC=1C=C(C(=O)OC)C=C(C1)CO (Methyl 3-(benzyloxy)-5-(hydroxymethyl)benzoate). Reaction SMILES: [CH2:1]([O:8][C:9]1[CH:10]=[C:11]([CH:15]=[C:16]([C:18]([O:20][CH3:21])=[O:19])[CH:17]=1)[C:12](O)=[O:13])[C:2]1[CH:7]=[CH:6][CH:5]=[CH:4][CH:3]=1.B.CSC>C1COCC1>[CH2:1]([O:8][C:9]1[CH:17]=[C:16]([CH:15]=[C:11]([CH2:12][OH:13])[CH:10]=1)[C:18]([O:20][CH3:21])=[O:19])[C:2]1[CH:7]=[CH:6][CH:5]=[CH:4][CH:3]=1 |f:1.2|. Procedure: To a solution of 3-(benzyloxy)-5-(methoxycarbonyl)benzoic acid (1 eq.) from the previous step in THF (0.2 M) at 0° C. was added borane-dimethylsulfide (1.5 eq.) and stirred at rt for 18 h. Additional borane-dimethylsulfide (3 eq.) was added and the reaction was stirred for another 2 h at rt. The reaction was slowly quenched with methanol and then concentrated in vacuo. The residue was diluted with EtOAc and washed with saturated aqueous NaHCO3 solution, and brine. The organic extract was dried o... Reactants: ClCCl, CSC1CN(C(=O)OCC2c3ccccc3-c3ccccc32)C2C(O)COC12. Yields the product CSC1CN(C(=O)OCC2c3ccccc3-c3ccccc32)C2C(=O)COC12. RXN SMILES: [Cl:29][CH2:30][Cl:31].[OH:1][CH:2]1[CH2:3][O:4][CH:5]2[CH:6]1[N:7]([C:12](=[O:13])[O:14][CH2:15][CH:16]1[c:17]3[cH:18][cH:19][cH:20][cH:21][c:22]3-[c:23]3[cH:24][cH:25][cH:26][cH:27][c:28]31)[CH2:8][CH:9]2[S:10][CH3:11]>>[O:1]=[C:2]1[CH2:3][O:4][CH:5]2[CH:6]1[N:7]([C:12](=[O:13])[O:14][CH2:15][CH:16]1[c:17]3[cH:18][cH:19][cH:20][cH:21][c:22]3-[c:23]3[cH:24][cH:25][cH:26][cH:27][c:28]31)[CH2:8][CH:9]2[S:10][CH3:11]. Product: COc1c2c(cc(C3CCCC3)c1C(=O)c1ccc(C(F)(F)F)cc1)OC(C)(C)CC2=O. Reaction SMILES: [CH:1]1([c:6]2[c:7]([CH:21]([c:22]3[cH:23][cH:24][c:25]([C:28]([F:29])([F:30])[F:31])[cH:26][cH:27]3)[OH:32])[c:8]([O:19][CH3:20])[c:9]3[c:14]([cH:15]2)[O:13][C:12]([CH3:16])([CH3:17])[CH2:11][C:10]3=[O:18])[CH2:2][CH2:3][CH2:4][CH2:5]1.[Cl:33][CH2:34][Cl:35]>>[CH:1]1([c:6]2[c:7]([C:21]([c:22]3[cH:23][cH:24][c:25]([C:28]([F:29])([F:30])[F:31])[cH:26][cH:27]3)=[O:32])[c:8]([O:19][CH3:20])[c:9]3[c:14]([cH:15]2)[O:13][C:12]([CH3:16])([CH3:17])[CH2:11][C:10]3=[O:18])[CH2:2][CH2:3][CH2:4][CH2:5]1. Reactants: COc1c2c(cc(C3CCCC3)c1C(O)c1ccc(C(F)(F)F)cc1)OC(C)(C)CC2=O, ClCCl. Starting materials: CC1=C(C=CC(=C1)[N+](=O)[O-])N=C=S (2-Methyl-4-nitrophenyl isothiocyanate), N[C@@H](C)C1CCCCC1 ((1S)-1-amino-1-cyclohexylethane), ClC(C(=O)O)C1=CC=CC=C1 (α-chloro-α-phenylacetic acid). The product is C1(=CC=CC=C1)C1C(NCS1)=O (5-phenyl-1,3-thiazolidin4-one). As a reaction SMILES: CC1C=C([N+]([O-])=O)C=CC=1[N:11]=[C:12]=[S:13].N[C@H](C1CCCCC1)C.Cl[CH:24]([C:28]1[CH:33]=[CH:32][CH:31]=[CH:30][CH:29]=1)[C:25](O)=[O:26]>>[C:28]1([CH:24]2[S:13][CH2:12][NH:11][C:25]2=[O:26])[CH:33]=[CH:32][CH:31]=[CH:30][CH:29]=1. Procedure details: 2-Methyl-4-nitrophenyl isothiocyanate was reacted with (1S)-1-amino-1-cyclohexylethane followed by α-chloro-α-phenylacetic acid according to Method C8a to afford 2-(2-methyl-4-nitrophenylimino)-3-((]S)-1-cyclohexylethyl)-5-phenyl-1,3-thiazolidin4-one.